The task is: describe an organic reaction: reactants, conditions, products, and yield. This data is from the Open Reaction Database (ORD), a public repository of structured organic reaction records. The reactants are CCOC(=O)c1nc(Nc2ccc(Cl)cc2)sc1C, C1CCOC1, [K+], [OH-]. Product: Cc1sc(Nc2ccc(Cl)cc2)nc1C(=O)O. As a reaction SMILES: [CH2:1]([CH3:2])[O:3][C:4](=[O:5])[c:6]1[n:7][c:8]([NH:12][c:13]2[cH:14][cH:15][c:16]([Cl:19])[cH:17][cH:18]2)[s:9][c:10]1[CH3:11].[CH2:22]1[O:23][CH2:24][CH2:25][CH2:26]1.[K+:21].[OH-:20]>>[O:3]=[C:4]([OH:5])[c:6]1[n:7][c:8]([NH:12][c:13]2[cH:14][cH:15][c:16]([Cl:19])[cH:17][cH:18]2)[s:9][c:10]1[CH3:11]. Reactants: C(Br)(Br)(Br)Br (CBr4), ClC=1C=C(C=NC1Cl)CO ((5,6-dichloro-pyridin-3-yl)-methanol), C1=CC=C(C=C1)P(C2=CC=CC=C2)C3=CC=CC=C3 (PPh3). The solvent is CC#N (CH3CN). Yields the product BrCC=1C=C(C(=NC1)Cl)Cl (5-Bromomethyl-2,3-dichloro-pyridine). RXN SMILES: [C:1]([Br:5])(Br)(Br)Br.[Cl:6][C:7]1[CH:8]=[C:9](CO)[CH:10]=[N:11][C:12]=1[Cl:13].C1C=CC(P(C2C=CC=CC=2)C2C=CC=CC=2)=CC=1>CC#N>[Br:5][CH2:1][C:9]1[CH:8]=[C:7]([Cl:6])[C:12]([Cl:13])=[N:11][CH:10]=1. Procedure details: CBr4 (497 mg, 1.5 mmol, Aldrich) was added portionwise to a solution of (5,6-dichloro-pyridin-3-yl)-methanol (178 mg, 1.0 mmol, TCI-US) and PPh3 (393 mg, 1.5 mmol, Aldrich) in CH3CN (3 mL) with stirring at room temperature. The mixture was stirred at room temperature for 30 min, the solvent was removed in vacuo and the residue was purified by silica gel column chromatography, eluting with 10% EtOAc/hexane to give the title compound. MS (ESI, pos. ion) m/z: 242 (M+1).